The task is: describe an organic reaction: reactants, conditions, products, and yield. This data is from the Open Reaction Database (ORD), a public repository of structured organic reaction records. Starting materials: C(Cl)(Cl)Cl (chloroform), CC1(C(C1C=CC(=O)OCC1CC1)C(=O)O)C (2,2-dimethyl-3-(3-cyclopropylmethoxy-3-oxo-1-propenyl) cyclopropane-carboxylic acid), (3-propyn-2-yl-2,5-dioxo-imidazolidinyl)-methanol. The product is CC1(C(C1C=CC(=O)OCC1CC1)C(=O)O)C (2,2-dimethyl-3-(3-cyclopropylmethoxy-3-oxo-1-propenyl) cyclopropane-carboxylic acid), CC1(C(C1C=CC(=O)OC(C)CC)C(=O)[O-])C (2,2-dimethyl-3-(3-sec-butoxy-3-oxo-1-propenyl)-cyclopropane-carboxylate). As a reaction SMILES: [CH3:1][C:2]1([CH3:17])[CH:4]([CH:5]=[CH:6][C:7]([O:9][CH2:10][CH:11]2[CH2:13][CH2:12]2)=[O:8])[CH:3]1[C:14]([OH:16])=[O:15].[CH:18](Cl)(Cl)Cl>>[CH3:1][C:2]1([CH3:17])[CH:4]([CH:5]=[CH:6][C:7]([O:9][CH2:10][CH:11]2[CH2:13][CH2:12]2)=[O:8])[CH:3]1[C:14]([OH:16])=[O:15].[CH3:17][C:2]1([CH3:1])[CH:4]([CH:5]=[CH:6][C:7]([O:9][CH:10]([CH2:11][CH3:13])[CH3:18])=[O:8])[CH:3]1[C:14]([O-:16])=[O:15]. Procedure details: Using the procedure of Example 9, (1R, cis, ΔZ) 2,2-dimethyl-3-(3-sec-butoxy-3-oxo-1-propenyl)-cyclopropane-carboxylic acid and (3-propyn-2-yl-2,5-dioxo-imidazolidinyl)-methanol were reacted to obtain (3-propyn-2-yl-2,5-dioxo-imidazolidinyl)-methyl (1R, cis, ΔZ) 2,2-dimethyl-3-(3-sec-butoxy-3-oxo-1-propenyl)-cyclopropane-carboxylate with a specific rotation of [α]D20 =+16.5°±1° (c=0.8% in chloroform).